This data is from the Open Reaction Database (ORD), a public repository of structured organic reaction records. The task is: describe an organic reaction: reactants, conditions, products, and yield Reactants: CCCn1c(=O)c2nc(C(C)Cc3ccc(NCC(=O)O)cc3)[nH]c2n(CCC)c1=O, CCN=C=NCCCN(C)C, CN(C)C=O, CO, ClC(Cl)Cl, Cl, NCCN, O=C1CCC(=O)N1O. The product is CCCn1c(=O)c2nc(C(C)Cc3ccc(NCC(=O)NCCN)cc3)[nH]c2n(CCC)c1=O. As a reaction SMILES: [CH2:1]([CH2:2][CH3:3])[n:4]1[c:5](=[O:31])[n:6]([CH2:28][CH2:29][CH3:30])[c:7]2[nH:8][c:9]([CH:14]([CH2:15][c:16]3[cH:17][cH:18][c:19]([NH:22][CH2:23][C:24](=[O:25])[OH:26])[cH:20][cH:21]3)[CH3:27])[n:10][c:11]2[c:12]1=[O:13].[CH3:41][N:42]([CH3:43])[CH2:44][CH2:45][CH2:46][N:47]=[C:48]=[N:49][CH2:50][CH3:51].[CH3:56][N:57]([CH3:58])[CH:59]=[O:60].[CH3:61][OH:62].[CH:63]([Cl:64])([Cl:65])[Cl:66].[ClH:40].[NH2:52][CH2:53][CH2:54][NH2:55].[OH:32][N:33]1[C:34](=[O:35])[CH2:36][CH2:37][C:38]1=[O:39]>>[CH2:1]([CH2:2][CH3:3])[n:4]1[c:5](=[O:31])[n:6]([CH2:28][CH2:29][CH3:30])[c:7]2[nH:8][c:9]([CH:14]([CH2:15][c:16]3[cH:17][cH:18][c:19]([NH:22][CH2:23][C:24](=[O:26])[NH:55][CH2:54][CH2:53][NH2:52])[cH:20][cH:21]3)[CH3:27])[n:10][c:11]2[c:12]1=[O:13]. The reactants are ice, N([C@H](CC1=CNC2=CC=CC=C12)C(=O)O)C(=O)OC(C)(C)C (Boc-D-Trp-OH), C(C1=CC=CC=C1)Br (benzyl bromide), C(C)(C)N(CC)C(C)C (diisopropylethylamine). The solvent is CN(C)C=O (DMF). Run at time 8 hour. Yields the product N([C@H](CC1=CNC2=CC=CC=C12)C(=O)OCC1=CC=CC=C1)C(=O)OC(C)(C)C (Boc-D-Trp-OBzl). The yield is 95.0%. As a reaction SMILES: [NH:1]([C:16]([O:18][C:19]([CH3:22])([CH3:21])[CH3:20])=[O:17])[C@@H:2]([C:13]([OH:15])=[O:14])[CH2:3][C:4]1[C:12]2[C:7](=[CH:8][CH:9]=[CH:10][CH:11]=2)[NH:6][CH:5]=1.[CH2:23](Br)[C:24]1[CH:29]=[CH:28][CH:27]=[CH:26][CH:25]=1.C(N(C(C)C)CC)(C)C>CN(C=O)C>[NH:1]([C:16]([O:18][C:19]([CH3:22])([CH3:21])[CH3:20])=[O:17])[C@@H:2]([C:13]([O:15][CH2:23][C:24]1[CH:29]=[CH:28][CH:27]=[CH:26][CH:25]=1)=[O:14])[CH2:3][C:4]1[C:12]2[C:7](=[CH:8][CH:9]=[CH:10][CH:11]=2)[NH:6][CH:5]=1. Procedure details: To an ice-cooled solution of Boc-D-Trp-OH (8.61 g) in DMF (100 ml) were added benzyl bromide (7.19 g) and diisopropylethylamine (4.02 g). The solution was stirred for two hours at the same temperature and overnight at room temperature. After evaporation, the residue was extracted with ethyl acetate. The organic layer was washed successively with water, sodium hydrogencarbonate solution, 0.5 hydrochlolic acid, and sodium chloride solution, and dried over magnesium sulfate. Evaporation gave Boc-D-... Reactants: [Cl-], Fc1cccc2ncnc(Nc3ccc(OCc4ccccn4)c(Cl)c3)c12, [H-], [NH4+], [Na+], OCCO. Yields the product OCCOc1cccc2ncnc(Nc3ccc(OCc4ccccn4)c(Cl)c3)c12. Reaction SMILES: [Cl-:30].[Cl:3][c:4]1[cH:5][c:6]([NH:18][c:19]2[n:20][cH:21][n:22][c:23]3[cH:24][cH:25][cH:26][c:27]([F:29])[c:28]23)[cH:7][cH:8][c:9]1[O:10][CH2:11][c:12]1[n:13][cH:14][cH:15][cH:16][cH:17]1.[H-:1].[NH4+:31].[Na+:2].[OH:32][CH2:33][CH2:34][OH:35]>>[Cl:3][c:4]1[cH:5][c:6]([NH:18][c:19]2[n:20][cH:21][n:22][c:23]3[cH:24][cH:25][cH:26][c:27]([O:32][CH2:33][CH2:34][OH:35])[c:28]23)[cH:7][cH:8][c:9]1[O:10][CH2:11][c:12]1[n:13][cH:14][cH:15][cH:16][cH:17]1. The reactants are [Al+3], S=C=S, CC(=O)Cl, [Cl-], [Cl-], [Cl-], O=C(N1CCc2ccccc2C1)C(F)(F)F. Product: CC(=O)c1ccc2c(c1)CN(C(=O)C(F)(F)F)CC2. As a reaction SMILES: [Al+3:20].[C:25](=[S:26])=[S:27].[CH3:21][C:22]([Cl:23])=[O:24].[Cl-:17].[Cl-:18].[Cl-:19].[F:1][C:2]([C:3](=[O:4])[N:5]1[CH2:6][c:7]2[cH:8][cH:9][cH:10][cH:11][c:12]2[CH2:13][CH2:14]1)([F:15])[F:16]>>[F:1][C:2]([C:3](=[O:4])[N:5]1[CH2:6][c:7]2[cH:8][c:9]([C:22]([CH3:21])=[O:24])[cH:10][cH:11][c:12]2[CH2:13][CH2:14]1)([F:15])[F:16].